From a dataset of the Open Reaction Database (ORD), a public repository of structured organic reaction records. describe an organic reaction: reactants, conditions, products, and yield The reactants are C=CC(=O)OCC, CCO, N#CC(c1ccc(C(F)(F)F)cc1)N1CCOCC1, [K+], C1CCOC1, [OH-]. Product: CCOC(=O)CCC(C#N)(c1ccc(C(F)(F)F)cc1)N1CCOCC1. Reaction SMILES: [C:27]([CH:28]=[CH2:29])(=[O:30])[O:31][CH2:32][CH3:33].[CH3:34][CH2:35][OH:36].[F:1][C:2]([c:3]1[cH:4][cH:5][c:6]([CH:9]([C:10]#[N:11])[N:12]2[CH2:13][CH2:14][O:15][CH2:16][CH2:17]2)[cH:7][cH:8]1)([F:18])[F:19].[K+:26].[O:20]1[CH2:21][CH2:22][CH2:23][CH2:24]1.[OH-:25]>>[F:1][C:2]([c:3]1[cH:4][cH:5][c:6]([C:9]([C:10]#[N:11])([N:12]2[CH2:13][CH2:14][O:15][CH2:16][CH2:17]2)[CH2:29][CH2:28][C:27](=[O:30])[O:31][CH2:32][CH3:33])[cH:7][cH:8]1)([F:18])[F:19].